From a dataset of the Open Reaction Database (ORD), a public repository of structured organic reaction records. describe an organic reaction: reactants, conditions, products, and yield Reactants: [H-].[Na+] (Sodium hydride), C(C1=CC=CC=C1)OC(=O)NC1C(NC2=C(C(=N1)C1=CC=CC=C1)C=CC=C2)=O ((RS)-1,3-Dihydro-3-(benzyloxycarbonyl)amino-5-phenyl-2H-1,4-benzodiazepin-2-one), ClCCN(C)C ((2-Chloroethyl)-dimethylamine), Cl (hydrochloride), [OH-].[Na+] (sodium hydroxide). Solvent: CN(C)C=O (DMF), CN(C)C=O (DMF). Conditions: time 1 hour. The product is ClCCN1C(C(N=C(C2=C1C=CC=C2)C2=CC=CC=C2)NC(=O)OCC2=CC=CC=C2)=O ((RS)-1-(2-chloroethyl)-1,3-dihydro-3-(benzyloxycarbonyl) amino-5-phenyl-2H-1,4-benzodiazepin-2-one). Reaction SMILES: [H-].[Na+].[CH2:3]([O:10][C:11]([NH:13][CH:14]1[N:20]=[C:19]([C:21]2[CH:26]=[CH:25][CH:24]=[CH:23][CH:22]=2)[C:18]2[CH:27]=[CH:28][CH:29]=[CH:30][C:17]=2[NH:16][C:15]1=[O:31])=[O:12])[C:4]1[CH:9]=[CH:8][CH:7]=[CH:6][CH:5]=1.[Cl:32][CH2:33][CH2:34]N(C)C.Cl.[OH-].[Na+]>CN(C=O)C>[Cl:32][CH2:33][CH2:34][N:16]1[C:17]2[CH:30]=[CH:29][CH:28]=[CH:27][C:18]=2[C:19]([C:21]2[CH:26]=[CH:25][CH:24]=[CH:23][CH:22]=2)=[N:20][CH:14]([NH:13][C:11]([O:10][CH2:3][C:4]2[CH:9]=[CH:8][CH:7]=[CH:6][CH:5]=2)=[O:12])[C:15]1=[O:31] |f:0.1,5.6|. Reported procedure: Sodium hydride (26.4 mg of a 50% dispersion in mineral oil; 0.55 mmol) was stirred under nitrogen in dry DMF (5 ml) in an ice bath. (RS)-1,3-Dihydro-3-(benzyloxycarbonyl)amino-5-phenyl-2H-1,4-benzodiazepin-2-one (0.21 g, 0.54 mmol) in DMF (4 ml) was added, and the mixture stirred 1 hr in the cold. (2-Chloroethyl)-dimethylamine (59.2 mg, 0.55 mmol), prepared by distillation of a mixture of the hydrochloride and powdered sodium hydroxide in vacuo, was added and the mixture stirred 1 hr in the cold... Reactants: Cc1ccc(-c2noc(C3CN(C(=O)OC(C)(C)C)C3)n2)cc1[N+](=O)[O-], CC#N, Cl, C1COCCO1. The product is Cc1ccc(-c2noc(C3CNC3)n2)cc1[N+](=O)[O-], Cl. Reaction SMILES: [CH3:1][c:2]1[c:3]([N+:24](=[O:25])[O-:26])[cH:4][c:5](-[c:8]2[n:9][o:10][c:11]([CH:13]3[CH2:14][N:15]([C:17]([O:18][C:19]([CH3:20])([CH3:21])[CH3:22])=[O:23])[CH2:16]3)[n:12]2)[cH:6][cH:7]1.[CH3:28][C:29]#[N:30].[ClH:27].[O:31]1[CH2:32][CH2:33][O:34][CH2:35][CH2:36]1>>[CH3:1][c:2]1[c:3]([N+:24](=[O:25])[O-:26])[cH:4][c:5](-[c:8]2[n:9][o:10][c:11]([CH:13]3[CH2:14][NH:15][CH2:16]3)[n:12]2)[cH:6][cH:7]1.[ClH:27]. The reactants are COC=1C(=C(C=C[N+](=O)[O-])C=C(C1O)OC)[N+](=O)[O-] (3,5-dimethoxy-4-hydroxy-2,β-dinitrostyrene). Reagents/catalysts: [OH-].[OH-].[Pd+2] (palladium hydroxide on charcoal). Procedure details: A mixture of 10 g (0.037 mole) of 3,5-dimethoxy-4-hydroxy-2,β-dinitrostyrene and 10 g of palladium hydroxide on charcoal in 400 cm3 of ethanol and 7 cm3 of formic acid is heated under reflux for 3 hours. After cooling, the reaction mixture is filtered through Celite. The filtrate is evaporated to dryness. The residue is redissolved in dichloromethane and the solution is filtered on silica gel. After distillation of the solvent under reduced pressure and recrystallization from diisopropyl ether, ... Solvent: C(C)O (ethanol), C(=O)O (formic acid). Reaction SMILES: [CH3:1][O:2][C:3]1[C:4]([N+:17]([O-])=O)=[C:5]([CH:11]=[C:12]([O:15][CH3:16])[C:13]=1[OH:14])[CH:6]=[CH:7][N+]([O-])=O>C(O)C.C(O)=O.[OH-].[OH-].[Pd+2]>[CH3:16][O:15][C:12]1[CH:11]=[C:5]2[C:4](=[C:3]([O:2][CH3:1])[C:13]=1[OH:14])[NH:17][CH:7]=[CH:6]2 |f:3.4.5|. Yields the product COC=1C=C2C=CNC2=C(C1O)OC (5,7-dimethoxy-6-hydroxyindole), solid. Yield: 14.0%. Starting materials: N1C=CC2=CC=CC=C12 (indole), ClC1=CC=C(C=C1)C(N1CCNCC1)C1=CC=CC=C1 (N-[(4-chlorophenyl)(phenyl)-methyl]piperazine), C(CC)=O (propionaldehyde), [OH-].[Na+] (sodium hydroxide). Solvent: O1CCOCC1 (dioxane), O1CCOCC1 (dioxane), C(C)(=O)O (acetic acid), C(C)OCC (diethyl ether). Conditions: time 18 hour. The product is N1C=C(C2=CC=CC=C12)C(CC)N1CCN(CC1)C(C1=CC=CC=C1)C1=CC=C(C=C1)Cl (N-[1-(indol-3yl)propyl]-N′-[(4chlorophenyl)-(phenyl)methyl]piperazine). The yield is 11.3%. Reaction SMILES: [Cl:1][C:2]1[CH:7]=[CH:6][C:5]([CH:8]([C:15]2[CH:20]=[CH:19][CH:18]=[CH:17][CH:16]=2)[N:9]2[CH2:14][CH2:13][NH:12][CH2:11][CH2:10]2)=[CH:4][CH:3]=1.[CH:21](=O)[CH2:22][CH3:23].[NH:25]1[C:33]2[C:28](=[CH:29][CH:30]=[CH:31][CH:32]=2)[CH:27]=[CH:26]1.[OH-].[Na+]>O1CCOCC1.C(O)(=O)C.C(OCC)C>[NH:25]1[C:33]2[C:28](=[CH:29][CH:30]=[CH:31][CH:32]=2)[C:27]([CH:21]([N:12]2[CH2:11][CH2:10][N:9]([CH:8]([C:5]3[CH:4]=[CH:3][C:2]([Cl:1])=[CH:7][CH:6]=3)[C:15]3[CH:16]=[CH:17][CH:18]=[CH:19][CH:20]=3)[CH2:14][CH2:13]2)[CH2:22][CH3:23])=[CH:26]1 |f:3.4|. Procedure: A solution of 2.0 grams (0.006 mole) of N-[(4-chlorophenyl)(phenyl)-methyl]piperazine and 0.5 mL (0.007 mole) of propionaldehyde in 8.0 mL of dioxane and 8.0 mL of glacial acetic acid was stirred and cooled in an ice bath. To this a solution of 0.7 gram (0.006 mole) of indole in 10.0 mL of dioxane was added dropwise during a 15 minute period. Upon completion of the addition the reaction mixture was allowed to warm to ambient temperature, where it stirred for about 18 hours, after which the react... Reactants: C(C)(=O)O (Acetic acid), C(C)=O (acetaldehyde), C(C1=CC=CC=C1)N(C=1C=C(C=2N(N1)C(=NN2)C)NC2CCNCC2)C (N6-Benzyl-3,N6-dimethyl-N8-piperidin-4-yl-[1,2,4]triazolo[4,3-b]pyridazine-6,8-diamine). Run in C1CCOC1 (THF). Reaction conditions: time 3 hour. The product is C(C1=CC=CC=C1)N(C=1C=C(C=2N(N1)C(=NN2)C)NC2CCN(CC2)CC)C (N6-Benzyl-N8-(1-ethyl-piperidin-4-yl)-3,N6-dimethyl-[1,2,4]triazolo[4,3-b]pyridazine-6,8-diamine). Reaction SMILES: [CH2:1]([N:8]([CH3:26])[C:9]1[CH:10]=[C:11]([NH:19][CH:20]2[CH2:25][CH2:24][NH:23][CH2:22][CH2:21]2)[C:12]2[N:13]([C:15]([CH3:18])=[N:16][N:17]=2)[N:14]=1)[C:2]1[CH:7]=[CH:6][CH:5]=[CH:4][CH:3]=1.[C:27](O)(=O)[CH3:28].C(=O)C>C1COCC1>[CH2:1]([N:8]([CH3:26])[C:9]1[CH:10]=[C:11]([NH:19][CH:20]2[CH2:25][CH2:24][N:23]([CH2:27][CH3:28])[CH2:22][CH2:21]2)[C:12]2[N:13]([C:15]([CH3:18])=[N:16][N:17]=2)[N:14]=1)[C:2]1[CH:7]=[CH:6][CH:5]=[CH:4][CH:3]=1. Procedure details: N6-Benzyl-3,N6-dimethyl-N8-piperidin-4-yl-[1,2,4]triazolo[4,3-b]pyridazine-6,8-diamine (0.05 g; 0.11 mmol) was dissolved in 0.5 ml THF. Acetic acid (0.01 ml; 0.23 mmol), acetaldehyde (0.03 ml; 0.46 mmol) and STAB (0.03 g; 0.15 mmol) were added and stirred at ambient temperature for 3 hours. The crude material was purified by using reversed phase chromatography under basic conditions and afterwards by TLC. Reactants: NC1=NC(=CC(=N1)N1CCC2(C[C@H](N(C2)C(=O)OC(C)(C)C)C(=O)OCC)CC1)O[C@@H](C(F)(F)F)C1=C(C=C(C=C1)CCC)C1=CC(=CC=C1)S(=O)(=O)C ((S)-2-tert-butyl 3-ethyl 8-(2-amino-6-((R)-2,2,2-trifluoro-1-(3′-(methylsulfonyl)-5-propyl-[1,1′-biphenyl]-2-yl)ethoxy)pyrimidin-4-yl)-2,8-diazaspiro[4.5]decane-2,3-dicarboxylate), C(=O)(C(F)(F)F)O (TFA). The solvent is C(Cl)Cl (CH2Cl2). Reaction conditions: time 2 hour. The product is NC1=NC(=CC(=N1)N1CCC2(C[C@H](NC2)C(=O)OCC)CC1)O[C@@H](C(F)(F)F)C1=C(C=C(C=C1)CCC)C1=CC(=CC=C1)S(=O)(=O)C ((S)-ethyl 8-(2-amino-6-((R)-2,2,2-trifluoro-1-(3′-(methylsulfonyl)-5-propyl-[1,1′-biphenyl]-2-yl)ethoxy)pyrimidin-4-yl)-2,8-diazaspiro[4.5]decane-3-carboxylate). RXN SMILES: [NH2:1][C:2]1[N:7]=[C:6]([N:8]2[CH2:29][CH2:28][C:11]3([CH2:15][N:14](C(OC(C)(C)C)=O)[C@H:13]([C:23]([O:25][CH2:26][CH3:27])=[O:24])[CH2:12]3)[CH2:10][CH2:9]2)[CH:5]=[C:4]([O:30][C@H:31]([C:36]2[CH:41]=[CH:40][C:39]([CH2:42][CH2:43][CH3:44])=[CH:38][C:37]=2[C:45]2[CH:50]=[CH:49][CH:48]=[C:47]([S:51]([CH3:54])(=[O:53])=[O:52])[CH:46]=2)[C:32]([F:35])([F:34])[F:33])[N:3]=1.C(O)(C(F)(F)F)=O>C(Cl)Cl>[NH2:1][C:2]1[N:7]=[C:6]([N:8]2[CH2:9][CH2:10][C:11]3([CH2:15][NH:14][C@H:13]([C:23]([O:25][CH2:26][CH3:27])=[O:24])[CH2:12]3)[CH2:28][CH2:29]2)[CH:5]=[C:4]([O:30][C@H:31]([C:36]2[CH:41]=[CH:40][C:39]([CH2:42][CH2:43][CH3:44])=[CH:38][C:37]=2[C:45]2[CH:50]=[CH:49][CH:48]=[C:47]([S:51]([CH3:54])(=[O:53])=[O:52])[CH:46]=2)[C:32]([F:35])([F:33])[F:34])[N:3]=1. Reported procedure: To a solution of (S)-2-tert-butyl 3-ethyl 8-(2-amino-6-((R)-2,2,2-trifluoro-1-(3′-(methylsulfonyl)-5-propyl-[1,1′-biphenyl]-2-yl)ethoxy)pyrimidin-4-yl)-2,8-diazaspiro[4.5]decane-2,3-dicarboxylate in CH2Cl2 (4 mL) was added TFA (2.0 mL) dropwise at 0° C. The reaction mixture was stirred at RT for 2 h, then concentrated in vacuo. The pH was adjusted to 7-8 with saturated aqueous NaHCO3 solution. The aqueous layer was extracted with CH2Cl2, washed with brine, dried over Na2SO4, filtered, and concen...